This data is from the Open Reaction Database (ORD), a public repository of structured organic reaction records. The task is: describe an organic reaction: reactants, conditions, products, and yield Reactants: CO (MeOH), O1CCN(CC1)C=1C=2N(N=CC1)C=C(N2)C=O (8-Morpholinoimidazo[1,2-b]pyridazine-2-carbaldehyde), CC1=NC2=CC=CC=C2C=C1 (2-methylquinoline), C[Si](C)(C)Br (TMSBr). Solvent: CN(C)C=O (DMF). Reaction conditions: temperature 80 celsius, time 2 hour. Yields the product N1=C(C=CC2=CC=CC=C12)/C=C/C=1N=C2N(N=CC=C2N2CCOCC2)C1 ((E)-4-(2-(2-(Quinolin-2-yl)vinyl)imidazo[1,2-b]pyridazin-8-yl)morpholine). Reaction SMILES: [O:1]1[CH2:6][CH2:5][N:4]([C:7]2[C:8]3[N:9]([CH:13]=[C:14]([CH:16]=O)[N:15]=3)[N:10]=[CH:11][CH:12]=2)[CH2:3][CH2:2]1.[CH3:18][C:19]1[CH:28]=[CH:27][C:26]2[C:21](=[CH:22][CH:23]=[CH:24][CH:25]=2)[N:20]=1.C[Si](Br)(C)C.CO>CN(C=O)C>[N:20]1[C:21]2[C:26](=[CH:25][CH:24]=[CH:23][CH:22]=2)[CH:27]=[CH:28][C:19]=1/[CH:18]=[CH:16]/[C:14]1[N:15]=[C:8]2[C:7]([N:4]3[CH2:5][CH2:6][O:1][CH2:2][CH2:3]3)=[CH:12][CH:11]=[N:10][N:9]2[CH:13]=1. Procedure details: To a solution of compound 5e (10 g, 43 mmol) and 2-methylquinoline (4.6 g, 32 mmol) in DMF (10 mL) was added TMSBr (2.9 g, 19 mmol) dropwise. The reaction mixture was stirred at 80° C. for 2 h. MeOH (10 mL) was added. The solids formed were collected by filtration and washed with Et2O (2×50 mL) to obtain compound 57c as a yellow solid. Mass Spectrum (LCMS, ESI pos.): Calcd. for C21H19N5O: 358.2 (M+H). Found: 358.3. The reactants are C1(CC1)N1C(C2=CC=C(C=C2C1)B1OC(C(O1)(C)C)(C)C)=O (2-Cyclopropyl-5-(4,4,5,5-tetramethyl-1,3,2-dioxaborolan-2-yl)isoindolin-1-one), C1(CCCCC1)P(C1CCCCC1)C1CCCCC1 (tricyclohexylphosphine), P(=O)([O-])([O-])[O-].[K+].[K+].[K+] (potassium phosphate), BrC1=CC=C(CN2C(N(CC2=O)C)=O)C=C1 (3-(4-bromobenzyl)-1-methylimidazolidine-2,4-dione), tris(dibenzylidineacetone)dipalladium. Solvent: C(Cl)Cl (DCM), O (water), O (water), O1CCOCC1 (dioxane). Yields the product C1(CC1)N1C(C2=CC=C(C=C2C1)C1=CC=C(CN2C(N(CC2=O)C)=O)C=C1)=O (3-(4-(2-cyclopropyl-1-oxoisoindolin-5-yl)benzyl)-1-methylimidazoline-2,4-dione). Yield: 2280.8%. RXN SMILES: [CH:1]1([N:4]2[CH2:12][C:11]3[C:6](=[CH:7][CH:8]=[C:9](B4OC(C)(C)C(C)(C)O4)[CH:10]=3)[C:5]2=[O:22])[CH2:3][CH2:2]1.Br[C:24]1[CH:38]=[CH:37][C:27]([CH2:28][N:29]2[C:33](=[O:34])[CH2:32][N:31]([CH3:35])[C:30]2=[O:36])=[CH:26][CH:25]=1.C1(P(C2CCCCC2)C2CCCCC2)CCCCC1.P([O-])([O-])([O-])=O.[K+].[K+].[K+]>O1CCOCC1.C(Cl)Cl.O>[CH:1]1([N:4]2[CH2:12][C:11]3[C:6](=[CH:7][CH:8]=[C:9]([C:24]4[CH:38]=[CH:37][C:27]([CH2:28][N:29]5[C:33](=[O:34])[CH2:32][N:31]([CH3:35])[C:30]5=[O:36])=[CH:26][CH:25]=4)[CH:10]=3)[C:5]2=[O:22])[CH2:2][CH2:3]1 |f:3.4.5.6|. Procedure details: 2-cyclopropyl-5-(4,4,5,5-tetramethyl-1,3,2-dioxaborolan-2-yl)isoindolin-1-one (1A5) (0.08 mmol, 26.4 mg), 3-(4-bromobenzyl)-1-methylimidazolidine-2,4-dione (3D3) (0.08 mmol, 25.0 mg), tris(dibenzylidineacetone)dipalladium (0.004 mmol, 4.12 mg), tricyclohexylphosphine (0.096 mmol, 3.1 mg) and potassium phosphate (0.16 mmol, 39.0 mg) were suspended in dioxane (1 ml) and water (0.5 ml) and heated at 120° C. in the microwave for 20 min. The reaction was diluted with DCM (2 ml) and water (2 ml) then ... Reactants: CCOCC, Clc1ccc(N2CCNCC2)cc1Cl, O=C=Nc1cccc2cnccc12. Product: O=C(Nc1cccc2cnccc12)N1CCN(c2ccc(Cl)c(Cl)c2)CC1. RXN SMILES: [CH3:28][CH2:29][O:30][CH2:31][CH3:32].[Cl:1][c:2]1[cH:3][c:4]([N:9]2[CH2:10][CH2:11][NH:12][CH2:13][CH2:14]2)[cH:5][cH:6][c:7]1[Cl:8].[N:15](=[C:16]=[O:17])[c:18]1[c:19]2[cH:20][cH:21][n:22][cH:23][c:24]2[cH:25][cH:26][cH:27]1>>[Cl:1][c:2]1[cH:3][c:4]([N:9]2[CH2:10][CH2:11][N:12]([C:16]([NH:15][c:18]3[c:19]4[cH:20][cH:21][n:22][cH:23][c:24]4[cH:25][cH:26][cH:27]3)=[O:17])[CH2:13][CH2:14]2)[cH:5][cH:6][c:7]1[Cl:8]. Reactants: FC1=C(OC2=C3C=CC=[N+](C3=CC=C2OC)[O-])C=CC(=C1)F (5-(2,4-Difluoro-phenoxy)-6-methoxy-quinoline N-oxide), C(C)(=O)OC(C)=O (acetic anhydride), N (ammonia). Run at temperature 75 celsius, time 22 hour. The product is FC1=C(OC2=C3C=CC(NC3=CC=C2OC)=O)C=CC(=C1)F (5-(2,4-difluoro-phenoxy)-6-methoxy-1H-quinolin-2-one). The yield is 22.2%. RXN SMILES: [F:1][C:2]1[CH:21]=[C:20]([F:22])[CH:19]=[CH:18][C:3]=1[O:4][C:5]1[C:14]([O:15][CH3:16])=[CH:13][CH:12]=[C:11]2[C:6]=1[CH:7]=[CH:8][CH:9]=[N+:10]2[O-].C(OC(=O)C)(=[O:25])C.N>>[F:1][C:2]1[CH:21]=[C:20]([F:22])[CH:19]=[CH:18][C:3]=1[O:4][C:5]1[C:14]([O:15][CH3:16])=[CH:13][CH:12]=[C:11]2[C:6]=1[CH:7]=[CH:8][C:9](=[O:25])[NH:10]2. Reported procedure: 5-(2,4-Difluoro-phenoxy)-6-methoxy-quinoline N-oxide (1.35 g, 4.5 mmol) was mixed with 5 mL of acetic anhydride and stirred at 75° C. for 22 hours. The reaction mixture was poured on ice, neutralized with aqueous ammonia, and the resultant precipitate was filtered and washed with water. The aqueous layer was extracted with dichloromethane and the organic extract was dried over MgSO4. The solvent was removed under vacuum. The dry residue, combined with the filtered precipitate, was dissolved in a... Starting materials: Cc1ccccc1, CN(C)C=O, COc1c(Cl)cc(C(=O)O)cc1C#N, O=S(Cl)Cl. The product is COc1c(Cl)cc(C(=O)Cl)cc1C#N. As a reaction SMILES: [CH3:15][c:16]1[cH:17][cH:18][cH:19][cH:20][cH:21]1.[CH3:26][N:27]([CH3:28])[CH:29]=[O:30].[Cl:1][c:2]1[cH:3][c:4]([C:5](=[O:6])[OH:7])[cH:8][c:9]([C:13]#[N:14])[c:10]1[O:11][CH3:12].[S:22]([Cl:23])([Cl:24])=[O:25]>>[Cl:1][c:2]1[cH:3][c:4]([C:5](=[O:6])[Cl:24])[cH:8][c:9]([C:13]#[N:14])[c:10]1[O:11][CH3:12]. Starting materials: C(O)([O-])=O.[Na+] (sodium hydrogencarbonate), C(C1=CC=CC=C1)OC1=CC=C(C=C1)C(C1=C(CNC2CCCCCCC2)C=CC=C1)C1=CC=C(C=C1)OCC1=CC=CC=C1 (2-[bis(4-benzyloxyphenyl)methyl]-N-(cyclooctyl)benzylamine), C(O)([O-])=O.[Na+] (sodium hydrogencarbonate), Br.C(C)(=O)O (hydrogen bromide acetic acid). Solvent: mixture. Reaction conditions: time 2 hour. The product is C1(CCCCCCC1)NCC1=C(C=CC=C1)C(C1=CC=C(C=C1)O)C1=CC=C(C=C1)O (N-Cyclooctyl-2-[bis(4-hydroxyphenyl)methyl]benzylamine). Yield: 54.5%. Reaction SMILES: C([O:8][C:9]1[CH:14]=[CH:13][C:12]([CH:15]([C:32]2[CH:37]=[CH:36][C:35]([O:38]CC3C=CC=CC=3)=[CH:34][CH:33]=2)[C:16]2[CH:31]=[CH:30][CH:29]=[CH:28][C:17]=2[CH2:18][NH:19][CH:20]2[CH2:27][CH2:26][CH2:25][CH2:24][CH2:23][CH2:22][CH2:21]2)=[CH:11][CH:10]=1)C1C=CC=CC=1.Br.C(O)(=O)C.C(=O)([O-])O.[Na+]>>[CH:20]1([NH:19][CH2:18][C:17]2[CH:28]=[CH:29][CH:30]=[CH:31][C:16]=2[CH:15]([C:12]2[CH:11]=[CH:10][C:9]([OH:8])=[CH:14][CH:13]=2)[C:32]2[CH:33]=[CH:34][C:35]([OH:38])=[CH:36][CH:37]=2)[CH2:21][CH2:22][CH2:23][CH2:24][CH2:25][CH2:26][CH2:27]1 |f:1.2,3.4|. Procedure details: Two grams of 2-[bis(4-benzyloxyphenyl)methyl]-N-(cyclooctyl)benzylamine obtained by Example 82 was dissolved in 120 ml of a mixture of ice-cooled hydrogen bromide-acetic acid solution. The solution was stirred for 2 hours, and the mixture was added to a mixture of ice and a saturated aqueous sodium hydrogencarbonate, stirred and then neutralized with sodium hydrogencarbonate. Thereafter, it was extracted with ethyl acetate, washed with water and dried over anhydrous magnesium sulfate. The solven... The reactants are Nc1ncc(Br)c(Cl)c1[N+](=O)[O-], CCN(C(C)C)C(C)C, CC(C)O, c1cc(CN2CCNCC2)ccn1. Yields the product Nc1ncc(Br)c(N2CCN(Cc3ccncc3)CC2)c1[N+](=O)[O-]. As a reaction SMILES: [Br:1][c:2]1[c:3]([Cl:12])[c:4]([N+:9](=[O:10])[O-:11])[c:5]([NH2:8])[n:6][cH:7]1.[CH:26]([N:27]([CH:28]([CH3:29])[CH3:30])[CH2:31][CH3:32])([CH3:33])[CH3:34].[CH:35]([OH:36])([CH3:37])[CH3:38].[n:13]1[cH:14][cH:15][c:16]([CH2:19][N:20]2[CH2:21][CH2:22][NH:23][CH2:24][CH2:25]2)[cH:17][cH:18]1>>[Br:1][c:2]1[c:3]([N:23]2[CH2:22][CH2:21][N:20]([CH2:19][c:16]3[cH:15][cH:14][n:13][cH:18][cH:17]3)[CH2:25][CH2:24]2)[c:4]([N+:9](=[O:10])[O-:11])[c:5]([NH2:8])[n:6][cH:7]1. The reactants are [H][H], NS(=O)(=O)c1cc(C(=O)O)cc([N+](=O)[O-])c1S(=O)(=O)c1ccccc1, [Na], O. Product: Nc1cc(C(=O)O)cc(S(N)(=O)=O)c1S(=O)(=O)c1ccccc1. As a reaction SMILES: [H:26][H:27].[N+:1]([O-:2])(=[O:3])[c:4]1[cH:5][c:6]([C:7](=[O:8])[OH:9])[cH:10][c:11]([S:22]([NH2:23])(=[O:24])=[O:25])[c:12]1[S:13](=[O:14])(=[O:15])[c:16]1[cH:17][cH:18][cH:19][cH:20][cH:21]1.[Na:28].[OH2:29]>>[NH2:1][c:4]1[cH:5][c:6]([C:7](=[O:8])[OH:9])[cH:10][c:11]([S:22]([NH2:23])(=[O:24])=[O:25])[c:12]1[S:13](=[O:14])(=[O:15])[c:16]1[cH:17][cH:18][cH:19][cH:20][cH:21]1.